Dataset: the Open Reaction Database (ORD), a public repository of structured organic reaction records. Task: describe an organic reaction: reactants, conditions, products, and yield Starting materials: ice H2O, FC(C(=O)O)(F)F (trifluoroacetic acid), NC=1SC=C(N1)/C(/C(=O)NC1[C@@H]2N(C(=C(CS2)C2=C(C(C2=O)=O)OC(C)C)C(=O)OC(C2=CC=CC=C2)C2=CC=CC=C2)C1=O)=N/OC (Diphenylmethyl 7-[2-(2-aminothiazol-4-yl)-(Z)-2-methoxyiminoacetamido]-3-[3,4-dioxo-2-(2-propoxy)-1-cyclobutenyl]-3-cephem-4-carboxylate). Run in C1(=CC=CC=C1)OC (anisole). Reaction conditions: time 1 hour. Product: NC=1SC=C(N1)/C(/C(=O)NC1[C@@H]2N(C(=C(CS2)C2=C(C(C2=O)=O)OC(C)C)C(=O)O)C1=O)=N/OC (7-[2-(2-Aminothiazol-4-yl)-(Z)-2-methoxyiminoacetamido]-3-[3,4-dioxo-2-(2-propoxy)-1-cyclobutenyl]-3-cephem-4-carboxylic acid). RXN SMILES: [NH2:1][C:2]1[S:3][CH:4]=[C:5](/[C:7](=[N:46]/[O:47][CH3:48])/[C:8]([NH:10][CH:11]2[C:44](=[O:45])[N:13]3[C:14]([C:28]([O:30]C(C4C=CC=CC=4)C4C=CC=CC=4)=[O:29])=[C:15]([C:18]4[C:21](=[O:22])[C:20](=[O:23])[C:19]=4[O:24][CH:25]([CH3:27])[CH3:26])[CH2:16][S:17][C@H:12]23)=[O:9])[N:6]=1.FC(F)(F)C(O)=O>C1(OC)C=CC=CC=1>[NH2:1][C:2]1[S:3][CH:4]=[C:5](/[C:7](=[N:46]/[O:47][CH3:48])/[C:8]([NH:10][CH:11]2[C:44](=[O:45])[N:13]3[C:14]([C:28]([OH:30])=[O:29])=[C:15]([C:18]4[C:21](=[O:22])[C:20](=[O:23])[C:19]=4[O:24][CH:25]([CH3:27])[CH3:26])[CH2:16][S:17][C@H:12]23)=[O:9])[N:6]=1. Procedure details: Diphenylmethyl 7-[2-(2-aminothiazol-4-yl)-(Z)-2-methoxyiminoacetamido]-3-[3,4-dioxo-2-(2-propoxy)-1-cyclobutenyl]-3-cephem-4-carboxylate (33 mg) was added to a stirred, cooled (ice/H2O bath) solution of trifluoroacetic acid (100 μL) and anisole (50 μL). The cooling bath was removed, and stirring was continued for 1 hr at ambient temperatures. The solution was diluted with diethyl ether to precipitate the trifluoroacetic acid salt of the title compound as a yellow powder. Starting materials: Nc1ccc2c(c1)OCO2, CC(C)O, COc1cc2c(Cl)ncnc2cc1OCCCN1CCOCC1, Cl. Product: COc1cc2c(Nc3ccc4c(c3)OCO4)ncnc2cc1OCCCN1CCOCC1. RXN SMILES: [CH2:24]1[O:25][c:26]2[cH:27][c:28]([NH2:29])[cH:30][cH:31][c:32]2[O:33]1.[CH:35]([OH:36])([CH3:37])[CH3:38].[Cl:1][c:2]1[n:3][cH:4][n:5][c:6]2[cH:7][c:8]([O:14][CH2:15][CH2:16][CH2:17][N:18]3[CH2:19][CH2:20][O:21][CH2:22][CH2:23]3)[c:9]([O:12][CH3:13])[cH:10][c:11]12.[ClH:34]>>[c:2]1([NH:29][c:28]2[cH:27][c:26]3[c:32]([cH:31][cH:30]2)[O:33][CH2:24][O:25]3)[n:3][cH:4][n:5][c:6]2[cH:7][c:8]([O:14][CH2:15][CH2:16][CH2:17][N:18]3[CH2:19][CH2:20][O:21][CH2:22][CH2:23]3)[c:9]([O:12][CH3:13])[cH:10][c:11]12. Starting materials: C1(CCCCC1)N=C=NC1CCCCC1 (dicyclohexylcarbodiimide), C[C@@H]1C[C@H]2[C@H](O2)/C=C\C=C\C(=O)CC3=C(C(=CC(=C3Cl)O)O)C(=O)O1 (radicicol), C(CCCCCCCCCCCCCC)(=O)O (pentadecanoic acid). Run in O1CCCC1 (tetrahydrofuran). Product: CN(C)C1=NC=CC=C1 (dimethylaminopyridine), title compound. As a reaction SMILES: [CH3:1][C@H]1OC(=O)C2C(O)=CC(O)=C(Cl)C=2CC(=O)C=CC=C[C@H]2O[C@H]2C1.C(O)(=O)CCCCCCCCCCCCCC.[CH:43]1([N:49]=[C:50]=[N:51][CH:52]2[CH2:57][CH2:56][CH2:55]CC2)CCCCC1>O1CCCC1>[CH3:1][N:49]([C:50]1[CH:55]=[CH:56][CH:57]=[CH:52][N:51]=1)[CH3:43]. Procedure: Following a procedure similar to that described in Example 12, but using 500 mg of radicicol, 830 mg of pentadecanoic acid, 15 ml of dry tetrahydrofuran, 707 mg of dicyclohexylcarbodiimide and a catalytic amount of dimethylaminopyridine, 782 mg of the title compound were obtained.